From a dataset of the Open Reaction Database (ORD), a public repository of structured organic reaction records. describe an organic reaction: reactants, conditions, products, and yield Starting materials: COc1cc(OC(F)(F)F)ccc1-c1nc(OC)c([N+](=O)[O-])cc1C, CO. Product: COc1cc(OC(F)(F)F)ccc1-c1nc(OC)c(N)cc1C. As a reaction SMILES: [CH3:1][O:2][c:3]1[n:4][c:5](-[c:13]2[c:14]([O:24][CH3:25])[cH:15][c:16]([O:19][C:20]([F:21])([F:22])[F:23])[cH:17][cH:18]2)[c:6]([CH3:12])[cH:7][c:8]1[N+:9]([O-:10])=[O:11].[CH3:26][OH:27]>>[CH3:1][O:2][c:3]1[n:4][c:5](-[c:13]2[c:14]([O:24][CH3:25])[cH:15][c:16]([O:19][C:20]([F:21])([F:22])[F:23])[cH:17][cH:18]2)[c:6]([CH3:12])[cH:7][c:8]1[NH2:9].